This data is from the Open Reaction Database (ORD), a public repository of structured organic reaction records. The task is: describe an organic reaction: reactants, conditions, products, and yield Reactants: Cl (HCl), CO (MeOH), COC=1[C@H](N=C([C@@H](N1)C\C=C/C[C@@H]1N=C([C@H](N=C1OC)C(C)C)OC)OC)C(C)C (1,4-Bis((2R,5S)-2,5-dihydro-3,6-dimethoxy-2-isopropyl-5-pyrazinyl)-(Z)-but-2-ene), O1CCOCC1 (dioxane), CC#N (MeCN). Run in O (H2O). Run at time 8 hour. Product: COC([C@H](C\C=C/C[C@@H](C(=O)OC)N)N)=O ((S,S)-2,7-Diamino-(Z)-oct-4-ene-1,8-dioic acid dimethylester). As a reaction SMILES: COC1[C@@H](C(C)C)N=[C:6]([O:26]C)[C@H:7]([CH2:9]/[CH:10]=[CH:11]\[CH2:12][C@H:13]2[C:18]([O:19][CH3:20])=N[C@H](C(C)C)C(OC)=[N:14]2)[N:8]=1.Cl.CC#N.[CH3:35][OH:36].[O:37]1CCOCC1>O>[CH3:35][O:36][C:6](=[O:26])[C@@H:7]([NH2:8])[CH2:9]/[CH:10]=[CH:11]\[CH2:12][C@H:13]([NH2:14])[C:18]([O:19][CH3:20])=[O:37]. Procedure: 1,4-Bis((2R,5S)-2,5-dihydro-3,6-dimethoxy-2-isopropyl-5-pyrazinyl)-(Z)-but-2-ene (0.58 g, 1.23 mmol) was dissolved in dioxane (8 ml), and 0.25M HCl (8 ml, 2.5 mmol) was added and stirred overnight at ambient temperature. TLC(MeCN:MeOH:H2O/4:1:1). The solution was extracted with diethyl ether, and the aqueous phase was evaporated. The residue was dissolved in a small amount of water, and aqueous ammonia solution was added until a pH of 9 was reached. The aqueous phase was extracted twice with die... The reactants are Brc1nc(cs1)C(=O)Nc2ccccc2N3CCNCC3, CN(C)c1ccc(cc1)B2OC(C)(C)C(C)(C)O2. Reagents/catalysts: CCN=P(N=P(N(C)C)(N(C)C)N(C)C)(N(C)C)N(C)C (P2-Et), CC(C)c1cc(C(C)C)c(-c2ccccc2[PH](C(C)(C)C)(C(C)(C)C)[Pd]2(OS(C)(=O)=O)Nc3ccccc3-c3ccccc32)c(C(C)C)c1 (tBuXphos G3). Solvent: CS(C)=O (DMSO), O (water), CS(C)=O (DMSO), CS(C)=O (DMSO), CS(C)=O (DMSO). Reaction conditions: time 22 hour. Product: CN(C)c1ccc(cc1)c2nc(cs2)C(=O)Nc3ccccc3N4CCNCC4, Brc1nc(cs1)C(=O)Nc2ccccc2N3CCNCC3, c1ccc(-c2ccccc2)cc1. Starting materials: O.NC1=NC(=CC(=N1)Cl)O (2-Amino-4-chloro-6-hydroxypyrimidine monohydrate), CNC (dimethylamine). The solvent is C(C)O (ethanol). Product: NC1=NC(=CC(=N1)N(C)C)O (2-amino-4-dimethylamino-6-hydroxypyrimidine). As a reaction SMILES: O.[NH2:2][C:3]1[N:8]=[C:7](Cl)[CH:6]=[C:5]([OH:10])[N:4]=1.[CH3:11][NH:12][CH3:13]>C(O)C>[NH2:2][C:3]1[N:8]=[C:7]([N:12]([CH3:13])[CH3:11])[CH:6]=[C:5]([OH:10])[N:4]=1 |f:0.1|. Procedure details: 2-Amino-4-chloro-6-hydroxypyrimidine monohydrate (5.0 g) was stirred with 30% dimethylamine in ethanol (180 mL) at 100° C. in an autoclave for 16 h. The crystalline product was filtered, washed with water, acetone, ether and dried in vacuo to afford 2-amino-4-dimethylamino-6-hydroxypyrimidine, not melting under 300° C. Yield, 4.3 g (81%). For C6H10N4O (154.17) calculated 46.34% C, 6.54% H, 36.34% N; found 46.38% C, 6.65% H, 36.68% N. 1H-NMR (CD3SOCD3): 2.89 s, 6H (N—CH3); 4.51 s, 1H (H-5); 6.18 ... Starting materials: [OH-].[Na+] (NaOH), [Cl-].[Al+3].[Cl-].[Cl-] (aluminum chloride), Cl (hydrochloric acid), CS(=O)(=O)OCC(=O)OCCCC (n-butyl methanesulfonyloxyacetate). Run in O (water), CO (methanol), C1=CC=CC=C1 (benzene). The product is C1(=CC=CC=C1)CC(=O)O (phenylacetic acid). Yield: 158.2%. Reaction SMILES: [Cl-].[Al+3].[Cl-].[Cl-].CS(OCC([O:13][CH2:14][CH2:15][CH2:16][CH3:17])=O)(=O)=O.Cl.[OH-:19].[Na+]>O.CO.C1C=CC=CC=1>[C:16]1([CH2:15][C:14]([OH:13])=[O:19])[CH:17]=[CH:17][CH:16]=[CH:15][CH:14]=1 |f:0.1.2.3,6.7|. Reported procedure: 19.15 g (0.144 mol) of aluminum chloride are first introduced into 70 ml of benzene at 40°-50° C., and 10 g (0.048 mol) of n-butyl methanesulfonyloxyacetate are then added. The mixture is additionally stirred overnight, hydrolyzed with 10% hydrochloric acid and worked up by the method of Examples 6 to 9. The crude product obtained is refluxed together with 6 g of NaOH in 15 ml of water and 50 ml of methanol for 5 hours. Further workup is carried out as in Examples 6 to 9. 5.17 g (90.3% of theory...